This data is from the Open Reaction Database (ORD), a public repository of structured organic reaction records. The task is: describe an organic reaction: reactants, conditions, products, and yield Starting materials: CO, Cl, C[Si](C)(C)CCOCn1nccc1-c1nc(N)nc2c1nnn2Cc1cccc([N+](=O)[O-])c1, C1COCCO1. The product is Cl, Nc1nc(-c2cc[nH]n2)c2nnn(Cc3cccc([N+](=O)[O-])c3)c2n1. As a reaction SMILES: [CH3:35][OH:36].[ClH:34].[N+:1](=[O:2])([O-:3])[c:4]1[cH:5][c:6]([CH2:7][n:8]2[n:9][n:10][c:11]3[c:12]2[n:13][c:14]([NH2:30])[n:15][c:16]3-[c:17]2[cH:18][cH:19][n:20][n:21]2[CH2:22][O:23][CH2:24][CH2:25][Si:26]([CH3:27])([CH3:28])[CH3:29])[cH:31][cH:32][cH:33]1.[O:37]1[CH2:38][CH2:39][O:40][CH2:41][CH2:42]1>>[ClH:34].[N+:1](=[O:2])([O-:3])[c:4]1[cH:5][c:6]([CH2:7][n:8]2[n:9][n:10][c:11]3[c:12]2[n:13][c:14]([NH2:30])[n:15][c:16]3-[c:17]2[cH:18][cH:19][nH:20][n:21]2)[cH:31][cH:32][cH:33]1. Yields the product CCc1cc(C(=O)c2ccccc2Cl)c(-n2c(Cl)nnc2CNC(=O)c2cc3ccccc3[nH]2)s1. Reactants: ClC(Cl)Cl, CCc1cc2c(s1)-n1c(Cl)nnc1CN=C2c1ccccc1Cl, Cl, [Na+], O=C([O-])O, O=C(Cl)c1cc2ccccc2[nH]1. As a reaction SMILES: [CH:42]([Cl:43])([Cl:44])[Cl:45].[Cl:1][c:2]1[n:3][n:4][c:5]2[n:6]1-[c:7]1[c:8]([cH:19][c:20]([CH2:22][CH3:23])[s:21]1)[C:9]([c:12]1[c:13]([Cl:18])[cH:14][cH:15][cH:16][cH:17]1)=[N:10][CH2:11]2.[ClH:24].[Na+:25].[OH:26][C:27](=[O:28])[O-:29].[nH:30]1[c:31]([C:39](=[O:40])[Cl:41])[cH:32][c:33]2[cH:34][cH:35][cH:36][cH:37][c:38]12>>[Cl:1][c:2]1[n:3][n:4][c:5]([CH2:11][NH:10][C:39]([c:31]2[nH:30][c:38]3[c:33]([cH:32]2)[cH:34][cH:35][cH:36][cH:37]3)=[O:40])[n:6]1-[c:7]1[c:8]([C:9]([c:12]2[c:13]([Cl:18])[cH:14][cH:15][cH:16][cH:17]2)=[O:26])[cH:19][c:20]([CH2:22][CH3:23])[s:21]1. The reactants are O=C([O-])[O-], CCOC(=O)CCBr, CC(C)N(C(=O)c1cc2c(cc1C(F)(F)F)OC(C)(C)C(=O)N2)C1CCCN(C(=O)OC(C)(C)C)C1, CC#N, [K+], [K+], O. Yields the product CCOC(=O)CCN1C(=O)C(C)(C)Oc2cc(C(F)(F)F)c(C(=O)N(C(C)C)C3CCCN(C(=O)OC(C)(C)C)C3)cc21. RXN SMILES: [C:45](=[O:46])([O-:47])[O-:48].[CH2:37]([CH3:38])[O:39][C:40]([CH2:41][CH2:42][Br:43])=[O:44].[CH3:1][C:2]1([CH3:36])[O:3][c:4]2[c:5]([cH:9][c:10]([C:17](=[O:18])[N:19]([CH:20]3[CH2:21][N:22]([C:26](=[O:27])[O:28][C:29]([CH3:30])([CH3:31])[CH3:32])[CH2:23][CH2:24][CH2:25]3)[CH:33]([CH3:34])[CH3:35])[c:11]([C:13]([F:14])([F:15])[F:16])[cH:12]2)[NH:6][C:7]1=[O:8].[CH3:51][C:52]#[N:53].[K+:49].[K+:50].[OH2:54]>>[CH3:1][C:2]1([CH3:36])[O:3][c:4]2[c:5]([cH:9][c:10]([C:17](=[O:18])[N:19]([CH:20]3[CH2:21][N:22]([C:26](=[O:27])[O:28][C:29]([CH3:30])([CH3:31])[CH3:32])[CH2:23][CH2:24][CH2:25]3)[CH:33]([CH3:34])[CH3:35])[c:11]([C:13]([F:14])([F:15])[F:16])[cH:12]2)[N:6]([CH2:42][CH2:41][C:40]([O:39][CH2:37][CH3:38])=[O:44])[C:7]1=[O:8].